From a dataset of the Open Reaction Database (ORD), a public repository of structured organic reaction records. describe an organic reaction: reactants, conditions, products, and yield Starting materials: CNc1ccccc1, Cc1ccccc1, CC1(C)OC(=O)C(Oc2ccc(F)cc2F)=C1c1ccc(S(C)(=O)=O)cc1. The product is CN(C1=C(c2ccc(S(C)(=O)=O)cc2)C(C)(C)OC1=O)c1ccccc1. RXN SMILES: [CH3:28][NH:29][c:30]1[cH:31][cH:32][cH:33][cH:34][cH:35]1.[CH3:36][c:37]1[cH:38][cH:39][cH:40][cH:41][cH:42]1.[F:1][c:2]1[cH:3][c:4]([F:23])[cH:24][cH:25][c:26]1[O:27][C:5]1=[C:9]([c:10]2[cH:11][cH:12][c:13]([S:16](=[O:17])(=[O:18])[CH3:19])[cH:14][cH:15]2)[C:8]([CH3:20])([CH3:21])[O:7][C:6]1=[O:22]>>[C:5]1([N:29]([CH3:28])[c:30]2[cH:31][cH:32][cH:33][cH:34][cH:35]2)=[C:9]([c:10]2[cH:11][cH:12][c:13]([S:16](=[O:17])(=[O:18])[CH3:19])[cH:14][cH:15]2)[C:8]([CH3:20])([CH3:21])[O:7][C:6]1=[O:22].